From a dataset of the Open Reaction Database (ORD), a public repository of structured organic reaction records. describe an organic reaction: reactants, conditions, products, and yield The reactants are C(C)(=O)OCCC1=C(C=C(S1)S(=O)(=O)NC(=O)NC1=CC(=CC(=N1)C(=O)OC)C(F)(F)F)C (methyl 6-[({[5-(2-acetoxyethyl)-4-methyl-2-thienyl]sulfonyl}carbamoyl)amino]-4-(trifluoromethyl)pyridine-2-carboxylate), [BH4-].[Li+] (lithiumborohydride). Solvent: O1CCCC1 (tetrahydrofuran). Run at time 3 hour. The product is OCCC1=C(C=C(S1)S(=O)(=O)NC(NC1=NC(=CC(=C1)C(F)(F)F)CO)=O)C (5-(2-Hydroxyethyl)-N-{[6-(hydroxymethyl)-4-(trifluoromethyl)pyridin-2-yl]carbamoyl}-4-methylthiophene-2-sulfonamide). Reaction SMILES: C([O:4][CH2:5][CH2:6][C:7]1[S:11][C:10]([S:12]([NH:15][C:16]([NH:18][C:19]2[N:24]=[C:23]([C:25](OC)=[O:26])[CH:22]=[C:21]([C:29]([F:32])([F:31])[F:30])[CH:20]=2)=[O:17])(=[O:14])=[O:13])=[CH:9][C:8]=1[CH3:33])(=O)C.[BH4-].[Li+]>O1CCCC1>[OH:4][CH2:5][CH2:6][C:7]1[S:11][C:10]([S:12]([NH:15][C:16](=[O:17])[NH:18][C:19]2[CH:20]=[C:21]([C:29]([F:31])([F:32])[F:30])[CH:22]=[C:23]([CH2:25][OH:26])[N:24]=2)(=[O:14])=[O:13])=[CH:9][C:8]=1[CH3:33] |f:1.2|. Reported procedure: To a solution of 0.100 g methyl 6-[({[5-(2-acetoxyethyl)-4-methyl-2-thienyl]sulfonyl}carbamoyl)amino]-4-(trifluoromethyl)pyridine-2-carboxylate in 1.5 ml tetrahydrofuran was added 0.02 g lithiumborohydride and the mixture was stirred at room temperature for 3 h. The reaction mixture was partitioned between water and ethyl acetate. The phases were separated. The organic phase was washed with water. To he combined water phases was added 1 ml 10% citric acid and the mixture was extracted with ethyl... Starting materials: CC1=CNC2=CC(=CC=C12)OC (3-methyl-6-methoxyindole), 10, [OH-].[K+] (KOH), C(C)Br (ethyl bromide), 30. Solvent: CS(=O)C (dimethyl sulfoxide). The product is C(C)N1C=C(C2=CC=C(C=C12)OC)C (1-ethyl-3-methyl-6-methoxyindol). The yield is 72.2%. As a reaction SMILES: [CH3:1][C:2]1[C:10]2[C:5](=[CH:6][C:7]([O:11][CH3:12])=[CH:8][CH:9]=2)[NH:4][CH:3]=1.[OH-].[K+].[CH2:15](Br)[CH3:16]>CS(C)=O>[CH2:15]([N:4]1[C:5]2[C:10](=[CH:9][CH:8]=[C:7]([O:11][CH3:12])[CH:6]=2)[C:2]([CH3:1])=[CH:3]1)[CH3:16] |f:1.2|. Procedure details: 3.12 g of 4.4'-bis-dimethylaminobenzophenone-2-carboxylic acid and 1.9 g of 1-ethyl-3-methyl-6-methoxyindol are stirred at 40° C. in 30 ml of acetic anhydride for 3 hours. The reaction mixture is poured onto ice, the resulting mixture is basified with NaOH and extracted with toluene. The organic phase is separated off, and treated with active carbon, dried and evaporated. The residue is decrystallized once from diethyl ether and once from toluene to give 3.35 g of 3-(4-dimethylaminophenyl)-3-(1-...